This data is from the Open Reaction Database (ORD), a public repository of structured organic reaction records. The task is: describe an organic reaction: reactants, conditions, products, and yield The reactants are Cl.C1(CCCCCCCCC1)N1CCC2(C(NCN2C2=CC=CC=C2)=O)CC1 (8-cyclodecyl-1-phenyl-1,3,8-triaza-spiro[4,5]decan-4-one hydrochloride), BrCCC1OCCO1 (2-(2-bromoethyl)-1,3-dioxolane). Yields the product Cl.C1(CCCCCCCCC1)N1CCC2(C(N(CN2C2=CC=CC=C2)CCC2OCCO2)=O)CC1 (8-Cyclodecyl-3-(2-[1,3]dioxolan-2-yl-ethyl)-1-phenyl-1,3,8-triaza-spiro[4,5]decan-4-one hydrochloride). Reaction SMILES: [ClH:1].[CH:2]1([N:12]2[CH2:28][CH2:27][C:15]3([N:19]([C:20]4[CH:25]=[CH:24][CH:23]=[CH:22][CH:21]=4)[CH2:18][NH:17][C:16]3=[O:26])[CH2:14][CH2:13]2)[CH2:11][CH2:10][CH2:9][CH2:8][CH2:7][CH2:6][CH2:5][CH2:4][CH2:3]1.Br[CH2:30][CH2:31][CH:32]1[O:36][CH2:35][CH2:34][O:33]1>>[ClH:1].[CH:2]1([N:12]2[CH2:28][CH2:27][C:15]3([N:19]([C:20]4[CH:21]=[CH:22][CH:23]=[CH:24][CH:25]=4)[CH2:18][N:17]([CH2:30][CH2:31][CH:32]4[O:36][CH2:35][CH2:34][O:33]4)[C:16]3=[O:26])[CH2:14][CH2:13]2)[CH2:11][CH2:10][CH2:9][CH2:8][CH2:7][CH2:6][CH2:5][CH2:4][CH2:3]1 |f:0.1,3.4|. Reported procedure: The title compound, white solid, m. p. 205° C. and MS: m/e=470.6 (M+H+) was prepared in accordance with the general method of example 24 from 8-cyclodecyl-1-phenyl-1,3,8-triaza-spiro[4,5]decan-4-one hydrochloride and 2-(2-bromoethyl)-1,3-dioxolane. Reaction SMILES: [CH3:1][O:2][C:3]1[CH:8]=[CH:7][C:6]([N:9]2[CH:13]=[N:12][C:11]([SH:14])=[N:10]2)=[CH:5][CH:4]=1.[OH-].[Na+].CO.S(OC)(O[CH3:23])(=O)=O>O>[CH3:1][O:2][C:3]1[CH:4]=[CH:5][C:6]([N:9]2[CH:13]=[N:12][C:11]([S:14][CH3:23])=[N:10]2)=[CH:7][CH:8]=1 |f:1.2|. Reaction conditions: time 30 minute. Yields the product COC1=CC=C(C=C1)N1N=C(N=C1)SC (1-(4-methoxyphenyl)-3-(methylthio)-1H-1,2,4-triazole). Reactants: COC1=CC=C(C=C1)N1N=C(N=C1)S (1-(4-methoxyphenyl)-1H-1,2,4-triazole-3-thiol), [OH-].[Na+] (sodium hydroxide), CO (methanol), S(=O)(=O)(OC)OC (dimethyl sulfate). Reported procedure: A mixture of 8 parts of 1-(4-methoxyphenyl)-1H-1,2,4-triazole-3-thiol, 3.1 parts of sodium hydroxide and 40 parts of methanol is stirred for 30 minutes at room temperature. Then there are added 4.9 parts of dimethyl sulfate and stirring at room temperature is continued for 3 hours. Water is added to the reaction mixture and the product is extracted twice with 1,1'-oxybisethane. The combined extracts are dried, filtered and evaporated. The residue is purified by column-chromatography over silica ... Yield: 65.0%. Solvent: O (Water). The reactants are Cc1ccc(Cl)cc1C(=O)O, Cl, O=S(Cl)Cl. Yields the product Cc1ccc(Cl)cc1C(=O)Cl. Reaction SMILES: [Cl:2][c:3]1[cH:4][cH:5][c:6]([CH3:12])[c:7]([C:8](=[O:9])[OH:10])[cH:11]1.[ClH:1].[S:13]([Cl:14])([Cl:15])=[O:16]>>[Cl:2][c:3]1[cH:4][cH:5][c:6]([CH3:12])[c:7]([C:8](=[O:9])[Cl:15])[cH:11]1. Reaction SMILES: [Cl-].[Al+3].[Cl-].[Cl-].[F:5][C:6]1[CH:11]=[CH:10][CH:9]=[CH:8][CH:7]=1.Cl[CH:13]([Si:15]([CH3:18])([Cl:17])[Cl:16])Cl.O=P(Cl)(Cl)Cl>[Cl-].[Al+3].[Cl-].[Cl-].CCCCCC>[F:5][C:6]1[CH:11]=[CH:10][CH:9]=[CH:8][C:7]=1[CH:13]([Si:15]([CH3:18])([Cl:17])[Cl:16])[C:7]1[CH:8]=[CH:9][CH:10]=[CH:11][C:6]=1[F:5] |f:0.1.2.3,7.8.9.10|. Reaction conditions: time 1 hour. Run in CCCCCC (hexane), CCCCCC (hexane). The reagents and catalysts are [Cl-].[Al+3].[Cl-].[Cl-] (aluminum chloride). Isolated yield 65.5%. The reactants are [Cl-].[Al+3].[Cl-].[Cl-] (aluminum chloride), FC1=CC=CC=C1 (fluorobenzene), ClC(Cl)[Si](Cl)(Cl)C ((dichloromethyl)methyldichlorosilane), O=P(Cl)(Cl)Cl (POCl3). Procedure details: In a 100 ml, three-necked, frame dried, round bottom flask, aluminum chloride 1.679 (12.5 mmol), fluorobenzene 37.93 ml (404 mmol), and (dichloromethyl)methyldichlorosilane 7.08 ml (50.5 mmol) were reacted for 2 hours as in EXAMPLE 1. The aluminum chloride catalyst was quenched with POCl3 1.15 ml (12.5 mmol) and then stirred for another 1 hour to complete the deactivation. Freshly distilled hexane (50 ml) was added to the reaction mixture and insoluble solids in hexane were filtered from the org... The product is FC1=C(C=CC=C1)C(C1=C(C=CC=C1)F)[Si](Cl)(Cl)C ([bis(fluorophenyl)methyl]methyldichlorosilane). Starting materials: CC(C)(C)OC(=O)N1CCC(CCCN)CC1, C1COCCO1, O=C(NC1CC1)c1cccc2sc(-c3nc(Cl)ncc3F)cc12, CCN(C(C)C)C(C)C. The product is CC(C)(C)OC(=O)N1CCC(CCCNc2ncc(F)c(-c3cc4c(C(=O)NC5CC5)cccc4s3)n2)CC1. Reaction SMILES: [C:1]([CH3:2])([CH3:3])([CH3:4])[O:5][C:6](=[O:7])[N:8]1[CH2:9][CH2:10][CH:11]([CH2:14][CH2:15][CH2:16][NH2:17])[CH2:12][CH2:13]1.[CH2:50]1[O:51][CH2:52][CH2:53][O:54][CH2:55]1.[CH:18]1([NH:21][C:22](=[O:23])[c:24]2[cH:25][cH:26][cH:27][c:28]3[s:29][c:30](-[c:33]4[n:34][c:35]([Cl:40])[n:36][cH:37][c:38]4[F:39])[cH:31][c:32]23)[CH2:19][CH2:20]1.[CH:41]([N:42]([CH:43]([CH3:44])[CH3:45])[CH2:46][CH3:47])([CH3:48])[CH3:49]>>[C:1]([CH3:2])([CH3:3])([CH3:4])[O:5][C:6](=[O:7])[N:8]1[CH2:9][CH2:10][CH:11]([CH2:14][CH2:15][CH2:16][NH:17][c:35]2[n:34][c:33](-[c:30]3[s:29][c:28]4[cH:27][cH:26][cH:25][c:24]([C:22]([NH:21][CH:18]5[CH2:19][CH2:20]5)=[O:23])[c:32]4[cH:31]3)[c:38]([F:39])[cH:37][n:36]2)[CH2:12][CH2:13]1.